From a dataset of the Open Reaction Database (ORD), a public repository of structured organic reaction records. describe an organic reaction: reactants, conditions, products, and yield Reactants: BrC1=CC=CC=C1 (Bromobenzene), C(C(=C)C)(=O)Cl (methacryloyl chloride), [Cl-].[Al+3].[Cl-].[Cl-] (aluminium chloride). The solvent is ClCCl (dichloromethane). Yields the product BrC1=CC=C(C=C1)C(C(=C)C)=O (4-bromo-1-methacryloylbenzene). As a reaction SMILES: [Br:1][C:2]1[CH:7]=[CH:6][CH:5]=[CH:4][CH:3]=1.[C:8](Cl)(=[O:12])[C:9]([CH3:11])=[CH2:10].[Cl-].[Al+3].[Cl-].[Cl-]>ClCCl>[Br:1][C:2]1[CH:7]=[CH:6][C:5]([C:8](=[O:12])[C:9]([CH3:11])=[CH2:10])=[CH:4][CH:3]=1 |f:2.3.4.5|. Procedure details: Bromobenzene (0.5 mL), methacryloyl chloride (110 mg), and aluminium chloride (150 mg) were reacted in dichloromethane (1.5 mL) at from −20° C. to room temperature for 4 hours. The resultant was treated in the same manner as described in Example 1 to obtain the title compound (1207 mg). Starting materials: Clc1nccc2ccc(CBr)cc12, CC(C)(C)OC(=O)NC1CCNC1=O, C1CCOC1, C1CCOC1, [H-], [Na+], CN(C)C=O. The product is CC(C)(C)OC(=O)NC1CCN(Cc2ccc3ccnc(Cl)c3c2)C1=O. As a reaction SMILES: [Br:17][CH2:18][c:19]1[cH:20][cH:21][c:22]2[cH:23][cH:24][n:25][c:26]([Cl:29])[c:27]2[cH:28]1.[C:3]([CH3:4])([CH3:5])([CH3:6])[O:7][C:8]([NH:9][CH:10]1[C:11](=[O:15])[NH:12][CH2:13][CH2:14]1)=[O:16].[CH2:30]1[O:31][CH2:32][CH2:33][CH2:34]1.[CH2:40]1[O:41][CH2:42][CH2:43][CH2:44]1.[H-:1].[Na+:2].[O:35]=[CH:36][N:37]([CH3:38])[CH3:39]>>[C:3]([CH3:4])([CH3:5])([CH3:6])[O:7][C:8]([NH:9][CH:10]1[C:11](=[O:15])[N:12]([CH2:18][c:19]2[cH:20][cH:21][c:22]3[cH:23][cH:24][n:25][c:26]([Cl:29])[c:27]3[cH:28]2)[CH2:13][CH2:14]1)=[O:16].